Dataset: the Open Reaction Database (ORD), a public repository of structured organic reaction records. Task: describe an organic reaction: reactants, conditions, products, and yield Starting materials: CN(C(=O)SC1=C2OC(OC2=C(C=2OC(OC21)(C)C)C(O)(C2=C1C(OC(O1)(C)C)=C(C1=C2OC(O1)(C)C)SC(=O)N(C)C)C1=C2C(OC(O2)(C)C)=C(C2=C1OC(O2)(C)C)SC(=O)N(C)C)(C)C)C (Tris(8-dimethylaminocarbonylthio-2,2,6,6-tetramethylbenzo-[1,2-d:4,5-d']bis(1,3)-dioxole-4-yl)methanol), [O-]S(=O)(=S)[O-].[Na+].[Na+] (Na2S2O3), [O-]S(=O)(=S)[O-].[Na+].[Na+] (Na2S2O3), [Na+].[I-] (NaI), [Si](C)(C)(C)Cl (Me3SiCl). Conditions: time 30 minute. As a reaction SMILES: [Na+].[I-].[Si](Cl)(C)(C)C.[CH3:8][N:9]([CH3:75])[C:10]([S:12][C:13]1[C:24]2[O:23][C:22]([CH3:26])([CH3:25])[O:21][C:20]=2[C:19]([C:27]([C:51]2[C:61]3[O:62][C:63]([CH3:66])([CH3:65])[O:64][C:60]=3[C:59]([S:67][C:68]([N:70]([CH3:72])[CH3:71])=[O:69])=[C:53]3[O:54][C:55]([CH3:58])([CH3:57])[O:56][C:52]=23)([C:29]2[C:39]3[O:40][C:41]([CH3:44])([CH3:43])[O:42][C:38]=3[C:37]([S:45][C:46]([N:48]([CH3:50])[CH3:49])=[O:47])=[C:31]3[O:32][C:33]([CH3:36])([CH3:35])[O:34][C:30]=23)O)=[C:18]2[C:14]=1[O:15][C:16]([CH3:74])([CH3:73])[O:17]2)=[O:11].[O-]S([O-])(=S)=O.[Na+].[Na+]>CC#N.C(Cl)Cl>[CH3:50][N:48]([CH3:49])[C:46]([S:45][C:37]1[C:38]2[O:42][C:41]([CH3:43])([CH3:44])[O:40][C:39]=2[C:29]([CH:27]([C:19]2[C:20]3[O:21][C:22]([CH3:26])([CH3:25])[O:23][C:24]=3[C:13]([S:12][C:10]([N:9]([CH3:8])[CH3:75])=[O:11])=[C:14]3[O:15][C:16]([CH3:73])([CH3:74])[O:17][C:18]=23)[C:51]2[C:61]3[O:62][C:63]([CH3:66])([CH3:65])[O:64][C:60]=3[C:59]([S:67][C:68]([N:70]([CH3:71])[CH3:72])=[O:69])=[C:53]3[O:54][C:55]([CH3:58])([CH3:57])[O:56][C:52]=23)=[C:30]2[C:31]=1[O:32][C:33]([CH3:36])([CH3:35])[O:34]2)=[O:47] |f:0.1,4.5.6|. Procedure: NaI (1.135 g, 8.00 mmol) and Me3SiCl (1 mL, 8.0 mmol) were stirred in CH3CN (70 mL) at 0° C. Tris(8-dimethylaminocarbonylthio-2,2,6,6-tetramethylbenzo-[1,2-d:4,5-d']bis(1,3)-dioxole-4-yl)methanol (1.00 g, 0.9979 mmol (Example 43)) dissolved in CH3CN 10 mL) was added and the resulting solution stirred for 30 minutes when 1H NMR analysis of a small sample showed conversion to be complete. Na2S2O3 (sat., 30 mL) was added and the two phase system was stirred 30 minutes when more Na2S2O3 (sat. 30 mL)... Run in CC#N (CH3CN), C(Cl)Cl (CH2Cl2), CC#N (CH3CN). The product is CN(C(=O)SC1=C2OC(OC2=C(C=2OC(OC21)(C)C)C(C2=C1C(OC(O1)(C)C)=C(C1=C2OC(O1)(C)C)SC(=O)N(C)C)C1=C2C(OC(O2)(C)C)=C(C2=C1OC(O2)(C)C)SC(=O)N(C)C)(C)C)C (Tris(8-dimethylaminocarbonylthio-2,2,6,6-tetramethylbenzo[1,2-d:4,5-d']bis(1,3)-dioxole-4-yl)methane). Isolated yield 93.5%. Starting materials: C(C)(C)C(C#N)(CCCNCCCOC1=C(C=CC=C1)[N+](=O)[O-])C1=CC(=C(C(=C1)OC)OC)OC (alpha-isopropyl-alpha-[3-[N-[3-(2-nitrophenoxy)propyl]amino]propyl]-3,4,5-trimethoxyphenyl-acetonitrile). Reagents/catalysts: [Pt]=O (platinum oxide). Run in CO (methanol). The product is C(C)(C)C(C#N)(CCCNCCCOC1=C(C=CC=C1)N)C1=CC(=C(C(=C1)OC)OC)OC (Alpha-isopropyl-alpha-[3-[N-[3-(2-aminophenoxy)propyl]amino]-propyl]-3,4,5-trimethoxyphenylacetonitrile). The yield is 97.2%. Reaction SMILES: [CH:1]([C:4]([C:24]1[CH:29]=[C:28]([O:30][CH3:31])[C:27]([O:32][CH3:33])=[C:26]([O:34][CH3:35])[CH:25]=1)([CH2:7][CH2:8][CH2:9][NH:10][CH2:11][CH2:12][CH2:13][O:14][C:15]1[CH:20]=[CH:19][CH:18]=[CH:17][C:16]=1[N+:21]([O-])=O)[C:5]#[N:6])([CH3:3])[CH3:2]>CO.[Pt]=O>[CH:1]([C:4]([C:24]1[CH:29]=[C:28]([O:30][CH3:31])[C:27]([O:32][CH3:33])=[C:26]([O:34][CH3:35])[CH:25]=1)([CH2:7][CH2:8][CH2:9][NH:10][CH2:11][CH2:12][CH2:13][O:14][C:15]1[CH:20]=[CH:19][CH:18]=[CH:17][C:16]=1[NH2:21])[C:5]#[N:6])([CH3:3])[CH3:2]. Procedure: 4.78 g of alpha-isopropyl-alpha-[3-[N-[3-(2-nitrophenoxy)propyl]amino]propyl]-3,4,5-trimethoxyphenyl-acetonitrile was hydrogenated in 100 ml of methanol over 50 mg of platinum oxide at atmospheric pressure and room temperature. The catalyst was filtered off and filtrate was evaporated to give 4.36 g of desired compound as a pale yellow oil. Reactants: CCO, CI, Cn1c(-c2cccs2)n[nH]c1=S, [Na+], [OH-]. Yields the product CSc1nnc(-c2cccs2)n1C. RXN SMILES: [CH3:17][CH2:18][OH:19].[CH3:1][I:2].[CH3:3][n:4]1[c:5](=[S:14])[nH:6][n:7][c:8]1-[c:9]1[s:10][cH:11][cH:12][cH:13]1.[Na+:16].[OH-:15]>>[CH3:1][S:14][c:5]1[n:4]([CH3:3])[c:8](-[c:9]2[s:10][cH:11][cH:12][cH:13]2)[n:7][n:6]1. The reactants are C[Si](C)(C)CCOCn1ccnc1CC(Cc1ccc(C(=O)O)cc1)Cc1nccn1COCC[Si](C)(C)C, C1CCC(N2CCC3(CCNC3)CC2)CC1. Yields the product C[Si](C)(C)CCOCn1ccnc1CC(Cc1ccc(C(=O)N2CCC3(CCN(C4CCCCC4)CC3)C2)cc1)Cc1nccn1COCC[Si](C)(C)C. RXN SMILES: [CH3:1][Si:2]([CH2:3][CH2:4][O:5][CH2:6][n:7]1[c:8]([CH2:12][CH:13]([CH2:14][c:15]2[cH:16][cH:17][c:18]([C:19](=[O:20])[OH:21])[cH:22][cH:23]2)[CH2:24][c:25]2[n:26]([CH2:30][O:31][CH2:32][CH2:33][Si:34]([CH3:35])([CH3:36])[CH3:37])[cH:27][cH:28][n:29]2)[n:9][cH:10][cH:11]1)([CH3:38])[CH3:39].[CH:40]1([N:46]2[CH2:47][CH2:48][C:49]3([CH2:50][CH2:51][NH:52][CH2:53]3)[CH2:54][CH2:55]2)[CH2:41][CH2:42][CH2:43][CH2:44][CH2:45]1>>[CH3:1][Si:2]([CH2:3][CH2:4][O:5][CH2:6][n:7]1[c:8]([CH2:12][CH:13]([CH2:14][c:15]2[cH:16][cH:17][c:18]([C:19](=[O:21])[N:52]3[CH2:51][CH2:50][C:49]4([CH2:48][CH2:47][N:46]([CH:40]5[CH2:41][CH2:42][CH2:43][CH2:44][CH2:45]5)[CH2:55][CH2:54]4)[CH2:53]3)[cH:22][cH:23]2)[CH2:24][c:25]2[n:26]([CH2:30][O:31][CH2:32][CH2:33][Si:34]([CH3:35])([CH3:36])[CH3:37])[cH:27][cH:28][n:29]2)[n:9][cH:10][cH:11]1)([CH3:38])[CH3:39]. Starting materials: C(C)(=O)C1=CC=[N+](C=C1)[O-] (4-acetyl-pyridine N-oxide), P(=O)(Cl)(Cl)Cl (phosphorus oxychloride), [OH-].[Na+] (sodium hydroxide). Run in C1(=CC=CC=C1)C (toluene). The product is C(C)(=O)C1=CC(=NC=C1)Cl (4-acetyl-2-chloro-pyridine). Reaction SMILES: [C:1]([C:4]1[CH:9]=[CH:8][N+:7]([O-])=[CH:6][CH:5]=1)(=[O:3])[CH3:2].P(Cl)(Cl)([Cl:13])=O.[OH-].[Na+]>C1(C)C=CC=CC=1>[C:1]([C:4]1[CH:9]=[CH:8][N:7]=[C:6]([Cl:13])[CH:5]=1)(=[O:3])[CH3:2] |f:2.3|. Procedure: 5.0 g (36.5 mmol) of 4-acetyl-pyridine N-oxide and 6.64 ml (73 mmol) of phosphorus oxychloride are stirred in 50 ml of toluene for 2 h at 100°. The reaction mixture is stirred at 50° into 500 ml of 10N sodium hydroxide solution, extracted with ethyl acetate and treated with Tonsil (Fluka; bentonite--colloidal aqueous aluminium silicate). Concentration and crystallisation (diethyl ether/n-hexane) give 4-acetyl-2-chloro-pyridine;